From a dataset of the Open Reaction Database (ORD), a public repository of structured organic reaction records. describe an organic reaction: reactants, conditions, products, and yield The reactants are C(C)(=O)[O-].[Na+] (sodium acetate), NC=1C(=NC(=CC1Cl)CC)Cl (3-amino-2,4-dichloro-6-ethyl-pyridine). Run in C(C)(=O)OC(C)=O (acetic anhydride). Reaction conditions: time 1 hour. The product is C(C)(=O)NC=1C(=NC(=CC1Cl)CC)Cl (3-Acetamido-2,4-dichloro-6-ethylpyridine). As a reaction SMILES: [NH2:1][C:2]1[C:3]([Cl:11])=[N:4][C:5]([CH2:9][CH3:10])=[CH:6][C:7]=1[Cl:8].[C:12]([O-])(=[O:14])[CH3:13].[Na+]>C(OC(=O)C)(=O)C>[C:12]([NH:1][C:2]1[C:3]([Cl:11])=[N:4][C:5]([CH2:9][CH3:10])=[CH:6][C:7]=1[Cl:8])(=[O:14])[CH3:13] |f:1.2|. Procedure: 7.8 g (40.8 mmol) of 3-amino-2,4-dichloro-6-ethyl-pyridine are heated under reflux for two hours in a mixture of 40 ml of acetic anhydride and 4 g (49 mmol) of anhydrous sodium acetate. The mixture is subsequently evaporated in vacuo, the residue is partitioned between dilute NH3 solution and CHCl3, and the organic phase is separated off, dried using Na2SO4 and evaporated. The residue (11.2 g) consists of a mixture of mono- and diacetylated amine. It is dissolved in 50 ml of methanol, 10 g of po... Reactants: Oc1ccc(OCc2ccccc2)cc1, CN(C)C=O, Cn1c(C(F)(F)F)cc(=O)n(-c2cc(F)c([N+](=O)[O-])cc2F)c1=O, [H-], [Na+], O. The product is Cn1c(C(F)(F)F)cc(=O)n(-c2cc(Oc3ccc(OCc4ccccc4)cc3)c([N+](=O)[O-])cc2F)c1=O. Reaction SMILES: [CH2:1]([c:2]1[cH:3][cH:4][cH:5][cH:6][cH:7]1)[O:8][c:9]1[cH:10][cH:11][c:12]([OH:15])[cH:13][cH:14]1.[CH3:16][N:17]([CH3:18])[CH:19]=[O:20].[F:23][c:24]1[c:25]([N+:44](=[O:45])[O-:46])[cH:26][c:27]([F:43])[c:28](-[n:30]2[c:31](=[O:42])[n:32]([CH3:41])[c:33]([C:37]([F:38])([F:39])[F:40])[cH:34][c:35]2=[O:36])[cH:29]1.[H-:21].[Na+:22].[OH2:47]>>[CH2:1]([c:2]1[cH:3][cH:4][cH:5][cH:6][cH:7]1)[O:8][c:9]1[cH:10][cH:11][c:12]([O:15][c:24]2[c:25]([N+:44](=[O:45])[O-:46])[cH:26][c:27]([F:43])[c:28](-[n:30]3[c:31](=[O:42])[n:32]([CH3:41])[c:33]([C:37]([F:38])([F:39])[F:40])[cH:34][c:35]3=[O:36])[cH:29]2)[cH:13][cH:14]1. Starting materials: FC1=CC=C(C=C1)CC(=O)C=1SC=CC1 (4-fluorophenyl-1-(2-thienyl)ethanone), BrBr (bromine). The solvent is CCOCC (ether), C(Cl)Cl (methylene chloride). Yields the product BrC(C(=O)C=1SC=CC1)C1=CC=C(C=C1)F (2-bromo-2-(4-fluorophenyl)-1-(2-thienyl)ethanone). RXN SMILES: [F:1][C:2]1[CH:7]=[CH:6][C:5]([CH2:8][C:9]([C:11]2[S:12][CH:13]=[CH:14][CH:15]=2)=[O:10])=[CH:4][CH:3]=1.[Br:16]Br>CCOCC.C(Cl)Cl>[Br:16][CH:8]([C:5]1[CH:6]=[CH:7][C:2]([F:1])=[CH:3][CH:4]=1)[C:9]([C:11]1[S:12][CH:13]=[CH:14][CH:15]=1)=[O:10]. Procedure details: To a solution of 70.0 g (0.32 mole) of 2-(4-fluorophenyl-1-(2-thienyl)ethanone in 600 ml of ether was added dropwise a solution of 56.0 g (0.35 mole) of bromine in 120 ml of methylene chloride at room temperature. The reaction mixture was concentrated under vacuum to give 123.0 g of 2-bromo-2-(4-fluorophenyl)-1-(2-thienyl)ethanone as an oil.